Dataset: the Open Reaction Database (ORD), a public repository of structured organic reaction records. Task: describe an organic reaction: reactants, conditions, products, and yield Reactants: N1(CCCCC1)CC=1C=C(OCCCCN)C=CC1 (4-[3-(1-piperidinylmethyl)phenoxy]1-butanamine), BrC1=NN=C(S1)N (5-bromo-1,3,4-thiadiazole-2-amine). Yields the product N1(CCCCC1)CC=1C=C(OCCCCNC=2SC(=NN2)N)C=CC1 (N-[4-[3-(1-Piperidinylmethyl)phenoxy]butyl]-1,3,4-thiadiazole-2,5-diamine). As a reaction SMILES: [N:1]1([CH2:7][C:8]2[CH:9]=[C:10]([CH:17]=[CH:18][CH:19]=2)[O:11][CH2:12][CH2:13][CH2:14][CH2:15][NH2:16])[CH2:6][CH2:5][CH2:4][CH2:3][CH2:2]1.Br[C:21]1[S:25][C:24]([NH2:26])=[N:23][N:22]=1>>[N:1]1([CH2:7][C:8]2[CH:9]=[C:10]([CH:17]=[CH:18][CH:19]=2)[O:11][CH2:12][CH2:13][CH2:14][CH2:15][NH:16][C:21]2[S:25][C:24]([NH2:26])=[N:23][N:22]=2)[CH2:6][CH2:5][CH2:4][CH2:3][CH2:2]1. Procedure details: The compound is prepared by a method analogous to that of Example 51 from 4-[3-(1-piperidinylmethyl)phenoxy]1-butanamine and 5-bromo-1,3,4-thiadiazole-2-amine.